This data is from the Open Reaction Database (ORD), a public repository of structured organic reaction records. The task is: describe an organic reaction: reactants, conditions, products, and yield Starting materials: [O-]CC.[Na+] (sodium ethoxide), C(=O)OCC (ethyl formate), S1C(=CC=C1)CC#N (Thiophen-2-yl-acetonitrile), N#N (N2), resultant solution, Cl (hydrochloric acid). Solvent: C(C)O (ethanol), O (water). Run at temperature 0 celsius, time 5 minute. Product: O=CC(C#N)C=1SC=CC1 (3-Oxo-2-thiophen-2-yl-propionitrile). Reaction SMILES: [S:1]1[CH:5]=[CH:4][CH:3]=[C:2]1[CH2:6][C:7]#[N:8].N#N.[O-:11][CH2:12]C.[Na+].C(OCC)=O.Cl>C(O)C.O>[O:11]=[CH:12][CH:6]([C:2]1[S:1][CH:5]=[CH:4][CH:3]=1)[C:7]#[N:8] |f:2.3|. Procedure: Thiophen-2-yl-acetonitrile [20893-30-5] (6.7 mL, 62.6 mmol) was added to a N2 blanketed, 0° C., stirred solution of 21 wt % sodium ethoxide (25.7 mL, 68.9 mmol) in ethanol (100 mL). After 5 minutes, ethyl formate [109-94-4] (12.6 mL, 156.7 mmol) was added and the resultant solution was stirred for 20 minutes. The ice bath was then removed and replaced with a heating mantle. The reaction was heated to reflux for 2 h, cooled, and evaporated to provide a yellow solid. Crude product was dissolved in... Product: O=Cc1cn(-c2ccccc2)nc1-c1ccc([N+](=O)[O-])o1. Starting materials: ClC(Cl)Cl, O=[N+]([O-])c1ccc(-c2nn(-c3ccccc3)cc2CO)o1. Reaction SMILES: [CH:22]([Cl:23])([Cl:24])[Cl:25].[OH:1][CH2:2][c:3]1[c:4](-[c:14]2[o:15][c:16]([N+:19](=[O:20])[O-:21])[cH:17][cH:18]2)[n:5][n:6](-[c:8]2[cH:9][cH:10][cH:11][cH:12][cH:13]2)[cH:7]1>>[O:1]=[CH:2][c:3]1[c:4](-[c:14]2[o:15][c:16]([N+:19](=[O:20])[O-:21])[cH:17][cH:18]2)[n:5][n:6](-[c:8]2[cH:9][cH:10][cH:11][cH:12][cH:13]2)[cH:7]1. The reactants are N1=CC=C(C=C1)C=O (4-Pyridinecarboxaldehyde), C(CC(=O)O)(=O)O (malonic acid), N1CCCCC1 (Piperidine). Solvent: N1=CC=CC=C1 (pyridine). Product: N1=CC=C(C=C1)C=CC(=O)O (3-(4-pyridyl)acrylic acid). Yield: 76.1%. Reaction SMILES: [N:1]1[CH:6]=[CH:5][C:4]([CH:7]=O)=[CH:3][CH:2]=1.C(O)(=O)[CH2:10][C:11]([OH:13])=[O:12].N1CCCCC1>N1C=CC=CC=1>[N:1]1[CH:2]=[CH:3][C:4]([CH:7]=[CH:10][C:11]([OH:13])=[O:12])=[CH:5][CH:6]=1. Reported procedure: 4-Pyridinecarboxaldehyde (18.96 g, 0.177 mol) and malonic acid (55.3 g, 0.53 mol) were placed in 200 ml of pyridine. Piperidine (5.25 ml, 0.053 mol) was added and the reaction was refluxed for 6 hours. The reaction mixture was cooled in an ice bath and then the white solid was filtered off and rinsed with ether and dried to afford 20.1 g of the subtitle compound. Concentration of the filtrate and then filtration and rinsing with ether resulted in recovery of another 2.2 g of product (84% total y... The reactants are C(C)(C)OC1=C(C=C(CCNC(OC(C)(C)C)=O)C=C1)OC (tert-butyl 4-isopropoxy-3-methoxyphenethylcarbamate), Cl (HCl). Reaction conditions: time 2 hour. The product is Cl.C(C)(C)OC1=C(C=C(C=C1)CCN)OC (2-(4-isopropoxy-3-methoxyphenyl)ethanamine hydrochloride). Yield: 99.9%. RXN SMILES: [CH:1]([O:4][C:5]1[CH:20]=[CH:19][C:8]([CH2:9][CH2:10][NH:11]C(=O)OC(C)(C)C)=[CH:7][C:6]=1[O:21][CH3:22])([CH3:3])[CH3:2].[ClH:23]>>[ClH:23].[CH:1]([O:4][C:5]1[CH:20]=[CH:19][C:8]([CH2:9][CH2:10][NH2:11])=[CH:7][C:6]=1[O:21][CH3:22])([CH3:3])[CH3:2] |f:2.3|. Procedure: In a 50 mL round bottom flask was combined tert-butyl 4-isopropoxy-3-methoxyphenethylcarbamate (810 mg, 2.62 mmol) and HCl (4M in 1,4-dioxane) (6.5 mL, 26.2 mmol). The suspension was stirred at RT for two hours then concentrated in vacuo to afford 2-(4-isopropoxy-3-methoxyphenyl)ethanamine hydrochloride (643 mg) MS [M+H+]=210.3. Starting materials: C1(=CC=CC=C1)N1C(=NC2=C1C=CC=C2)C2=CC=C(C=C2)O (1-phenyl-2-(4-hydroxyphenyl)benzimidazole), N1(CCCCC1)CCCl (2-(piperdin-1-yl)ethyl chloride). Run in C([O-])([O-])=O.[K+].[K+] (potassium carbonate), CC(=O)C (acetone). Yields the product C1(=CC=CC=C1)N1C(=NC2=C1C=CC=C2)C2=CC=C(C=C2)OCCN2CCCCC2 (1-phenyl-2-[4-[2-(piperidin-1-yl)ethoxy]phenyl]-benzimidazole). Reaction SMILES: [C:1]1([N:7]2[C:11]3[CH:12]=[CH:13][CH:14]=[CH:15][C:10]=3[N:9]=[C:8]2[C:16]2[CH:21]=[CH:20][C:19]([OH:22])=[CH:18][CH:17]=2)[CH:6]=[CH:5][CH:4]=[CH:3][CH:2]=1.[N:23]1([CH2:29][CH2:30]Cl)[CH2:28][CH2:27][CH2:26][CH2:25][CH2:24]1>CC(C)=O.C(=O)([O-])[O-].[K+].[K+]>[C:1]1([N:7]2[C:11]3[CH:12]=[CH:13][CH:14]=[CH:15][C:10]=3[N:9]=[C:8]2[C:16]2[CH:17]=[CH:18][C:19]([O:22][CH2:30][CH2:29][N:23]3[CH2:28][CH2:27][CH2:26][CH2:25][CH2:24]3)=[CH:20][CH:21]=2)[CH:6]=[CH:5][CH:4]=[CH:3][CH:2]=1 |f:3.4.5|. Procedure details: The title compound was prepared by reacting the compound of Example 29 with 2-(piperdin-1-yl)ethyl chloride in acetone and potassium carbonate as previously described. mp 107° C., NMR, MS 397. The reactants are C=CC#N, O=C1Nc2cc(Cl)ccc2C12OCCCO2, CN(C)C=O, O. Product: N#CCCN1C(=O)C2(OCCCO2)c2ccc(Cl)cc21. As a reaction SMILES: [CH2:17]=[CH:18][C:19]#[N:20].[Cl:1][c:2]1[cH:3][cH:4][c:5]2[c:6]([cH:7]1)[NH:8][C:9](=[O:16])[C:10]21[O:11][CH2:12][CH2:13][CH2:14][O:15]1.[O:22]=[CH:23][N:24]([CH3:25])[CH3:26].[OH2:21]>>[Cl:1][c:2]1[cH:3][cH:4][c:5]2[c:6]([cH:7]1)[N:8]([CH2:17][CH2:18][C:19]#[N:20])[C:9](=[O:16])[C:10]21[O:11][CH2:12][CH2:13][CH2:14][O:15]1. Reactants: 21, NC1=C(C=CC(=C1)C(F)(F)F)NCCCO (3-{[2-amino-4-(trifluoromethyl)phenyl]amino}-1-propanol), 18, [O-]C#N.[K+] (potassium cyanate), Cl (hydrochloric acid). The solvent is O (water), O (water). Reaction conditions: time 10 minute. Yields the product OCCCN1C(NC2=C1C=CC(=C2)C(F)(F)F)=O (1,3-dihydro-1-(3-hydroxypropyl)-5-(trifluoromethyl)-2H-benzimidazol-2-one). Isolated yield 34.0%. As a reaction SMILES: [NH2:1][C:2]1[CH:7]=[C:6]([C:8]([F:11])([F:10])[F:9])[CH:5]=[CH:4][C:3]=1[NH:12][CH2:13][CH2:14][CH2:15][OH:16].Cl.[O-:18][C:19]#N.[K+]>O>[OH:16][CH2:15][CH2:14][CH2:13][N:12]1[C:3]2[CH:4]=[CH:5][C:6]([C:8]([F:10])([F:11])[F:9])=[CH:7][C:2]=2[NH:1][C:19]1=[O:18] |f:2.3|. Reported procedure: To a stirred mixture of 21 parts of 3-{[2-amino-4-(trifluoromethyl)phenyl]amino}-1-propanol and 100 parts of water are added 14.4 parts of hydrochloric acid solution. The whole is stirred for 10 minutes at room temperature. After cooling to 0°-10° C., there is added dropwise a solution of 18 parts of potassium cyanate in 50 parts of water. Upon completion, stirring is continued for 2 hours. The precipitated product is filtered off and dried. Then it is melted and the melt is stirred for 10 minut...